From a dataset of the Open Reaction Database (ORD), a public repository of structured organic reaction records. describe an organic reaction: reactants, conditions, products, and yield Reactants: COc1ccc(Oc2nc(Cl)ncc2Br)cc1, CN1CCCC1=O, Cl, CN(C)CC(O)COc1ccc(N)cc1. Product: COc1ccc(Oc2nc(Nc3ccc(OCC(O)CN(C)C)cc3)ncc2Br)cc1. RXN SMILES: [Br:1][c:2]1[c:3]([O:9][c:10]2[cH:11][cH:12][c:13]([O:16][CH3:17])[cH:14][cH:15]2)[n:4][c:5]([Cl:8])[n:6][cH:7]1.[CH3:34][N:35]1[CH2:36][CH2:37][CH2:38][C:39]1=[O:40].[ClH:18].[OH:19][CH:20]([CH2:21][O:22][c:23]1[cH:24][cH:25][c:26]([NH2:27])[cH:28][cH:29]1)[CH2:30][N:31]([CH3:32])[CH3:33]>>[Br:1][c:2]1[c:3]([O:9][c:10]2[cH:11][cH:12][c:13]([O:16][CH3:17])[cH:14][cH:15]2)[n:4][c:5]([NH:27][c:26]2[cH:25][cH:24][c:23]([O:22][CH2:21][CH:20]([OH:19])[CH2:30][N:31]([CH3:32])[CH3:33])[cH:29][cH:28]2)[n:6][cH:7]1.